Dataset: the Open Reaction Database (ORD), a public repository of structured organic reaction records. Task: describe an organic reaction: reactants, conditions, products, and yield The reactants are C1(=CC=CC2=CC=CC=C12)S (naphthalen-1-thiol), ClC1=NC=CC(=C1)[N+](=O)[O-] (2-chloro-4-nitropyridine), [H-].[Na+] (sodium hydride), oil. Yields the product ClC1=NC=CC(=C1)SC1=CC=CC2=CC=CC=C12 (2-chloro-4-(naphthalen-1-ylthio)pyridine). Yield: 89.2%. RXN SMILES: [C:1]1([SH:11])[C:10]2[C:5](=[CH:6][CH:7]=[CH:8][CH:9]=2)[CH:4]=[CH:3][CH:2]=1.[H-].[Na+].[Cl:14][C:15]1[CH:20]=[C:19]([N+]([O-])=O)[CH:18]=[CH:17][N:16]=1>>[Cl:14][C:15]1[CH:20]=[C:19]([S:11][C:1]2[C:10]3[C:5](=[CH:6][CH:7]=[CH:8][CH:9]=3)[CH:4]=[CH:3][CH:2]=2)[CH:18]=[CH:17][N:16]=1 |f:1.2|. Procedure details: Using the method of Example 3, Step A, naphthalen-1-thiol (909 mg, 6.31 mmol), 60% sodium hydride in mineral oil (252 mg, 6.31 mmol), and 2-chloro-4-nitropyridine (1.00 g, 6.31 mmol) were reacted to afford 2-chloro-4-(naphthalen-1-ylthio)pyridine (1.53 g, 95% yield) as an oil. 1H NMR (CDCl3) δ 8.22 (d, 1H), 8.03-8.05 (m, 2H), 7.89-7.96 (m, 2H), 7.54-7.59 (m, 3H), 6.82 (s, 1H), 6.72 (d, 1H). Reactants: C(C)(C)(C)OC(C=CC=1SC=C(N1)C1=CC=C(C=C1)F)=O (3-[4-(4-Fluoro-phenyl)-thiazol-2-yl]-acrylic Acid Tert-butyl Ester). The solvent is FC(C(=O)O)(F)F (trifluoroacetic acid). The product is FC1=CC=C(C=C1)C=1N=C(SC1)C=CC(=O)O (3-[4-(4-Fluoro-phenyl)-thiazol-2-yl]-acrylic Acid). Reaction SMILES: C([O:5][C:6](=[O:21])[CH:7]=[CH:8][C:9]1[S:10][CH:11]=[C:12]([C:14]2[CH:19]=[CH:18][C:17]([F:20])=[CH:16][CH:15]=2)[N:13]=1)(C)(C)C>FC(F)(F)C(O)=O>[F:20][C:17]1[CH:16]=[CH:15][C:14]([C:12]2[N:13]=[C:9]([CH:8]=[CH:7][C:6]([OH:21])=[O:5])[S:10][CH:11]=2)=[CH:19][CH:18]=1. Reported procedure: The crude product obtained in step (b) was stirred with 10 ml of 90% trifluoroacetic acid at room temperature for 1 h. After concentration, the residue was dissolved in a dilute sodium hydroxide solution and extracted with ethyl acetate. The aqueous phase was acidified with hydrochloric acid, and the precipitated product was filtered off with suction and dried. Yield: 1.52 g. Reactants: COC1=CC=C(C=C1)CN ((4-methoxyphenyl)methanamine), BrC1=CN2C(S1)=NC(=C2)C(=O)O (2-bromoimidazo[2,1-b]thiazole-6-carboxylic acid). Product: BrC1=CN2C(S1)=NC(=C2)C(=O)NCC2=CC=C(C=C2)OC (2-Bromo-N-(4-methoxybenzyl)imidazo[2,1-b]thiazole-6-carboxamide). RXN SMILES: [CH3:1][O:2][C:3]1[CH:8]=[CH:7][C:6]([CH2:9][NH2:10])=[CH:5][CH:4]=1.[Br:11][C:12]1[S:16][C:15]2=[N:17][C:18]([C:20](O)=[O:21])=[CH:19][N:14]2[CH:13]=1>>[Br:11][C:12]1[S:16][C:15]2=[N:17][C:18]([C:20]([NH:10][CH2:9][C:6]3[CH:7]=[CH:8][C:3]([O:2][CH3:1])=[CH:4][CH:5]=3)=[O:21])=[CH:19][N:14]2[CH:13]=1. Procedure details: The title compound was prepared by essentially following the same procedures described for Intermediate XLIV, using (4-methoxyphenyl)methanamine and 2-bromoimidazo[2,1-b]thiazole-6-carboxylic acid as starting materials. Reactants: C(#N)C=1C=CC(=C(C1)N=C=S)N1CCOCC1 (5-cyano-2-morpholinophenyl isothiocyanate), N (ammonia). The solvent is C(C)O (ethanol). Product: C(#N)C=1C=CC(=C(C1)NC(=S)N)N1CCOCC1 (1-(5-cyano-2-morpholinophenyl)thiourea). As a reaction SMILES: [C:1]([C:3]1[CH:4]=[CH:5][C:6]([N:12]2[CH2:17][CH2:16][O:15][CH2:14][CH2:13]2)=[C:7]([N:9]=[C:10]=[S:11])[CH:8]=1)#[N:2].[NH3:18]>C(O)C>[C:1]([C:3]1[CH:4]=[CH:5][C:6]([N:12]2[CH2:17][CH2:16][O:15][CH2:14][CH2:13]2)=[C:7]([NH:9][C:10]([NH2:18])=[S:11])[CH:8]=1)#[N:2]. Procedure: Reaction of 5-cyano-2-morpholinophenyl isothiocyanate (2.5 g) in ethanol (10 ml) with 25% aqueous ammonia solution (1 ml) at room temperature for 3 hours gave 1-(5-cyano-2-morpholinophenyl)thiourea (m.p. 193°-194° C.). Starting materials: BrC(Br)(Br)Br, ClCCl, C#CCCCCCCCCCO, c1ccc(P(c2ccccc2)c2ccccc2)cc1. The product is C#CCCCCCCCCCBr. Reaction SMILES: [C:13]([Br:14])([Br:15])([Br:16])[Br:17].[CH2:37]([Cl:38])[Cl:39].[OH:1][CH2:2][CH2:3][CH2:4][CH2:5][CH2:6][CH2:7][CH2:8][CH2:9][CH2:10][C:11]#[CH:12].[c:18]1([P:19]([c:20]2[cH:21][cH:22][cH:23][cH:24][cH:25]2)[c:26]2[cH:27][cH:28][cH:29][cH:30][cH:31]2)[cH:32][cH:33][cH:34][cH:35][cH:36]1>>[CH2:2]([CH2:3][CH2:4][CH2:5][CH2:6][CH2:7][CH2:8][CH2:9][CH2:10][C:11]#[CH:12])[Br:14]. Reactants: CN[C@@H]1CC[C@H](CC1)OC=1C=C2C=CNC(C2=CC1)=O (trans-6(4-methylaminocyclohexyloxy)-2H-isoquinolin-1-one), C=O (formaldehyde), C(C)(=O)O[BH-](OC(C)=O)OC(C)=O.[Na+] (sodium triacetoxyborohydride). The reagents and catalysts are C(C)(=O)O (acetic acid). Run in C(C)#N (acetonitrile). Run at time 20 minute. Product: CN([C@@H]1CC[C@H](CC1)OC=1C=C2C=CNC(C2=CC1)=O)C (trans-6(4-dimethylaminocyclohexyloxy)-2H-isoquinolin-1-one). Reaction SMILES: [CH3:1][NH:2][C@H:3]1[CH2:8][CH2:7][C@H:6]([O:9][C:10]2[CH:11]=[C:12]3[C:17](=[CH:18][CH:19]=2)[C:16](=[O:20])[NH:15][CH:14]=[CH:13]3)[CH2:5][CH2:4]1.C=O.[C:23](O[BH-](OC(=O)C)OC(=O)C)(=O)C.[Na+]>C(O)(=O)C.C(#N)C>[CH3:1][N:2]([CH3:23])[C@H:3]1[CH2:8][CH2:7][C@H:6]([O:9][C:10]2[CH:11]=[C:12]3[C:17](=[CH:18][CH:19]=2)[C:16](=[O:20])[NH:15][CH:14]=[CH:13]3)[CH2:5][CH2:4]1 |f:2.3|. Procedure details: A couple of drops of glacial acetic acid were added to a solution of trans-6(4-methylaminocyclohexyloxy)-2H-isoquinolin-1-one (Example 12; 25 mg, 92 μmol) and formaldehyde (40 μL) in acetonitrile (1 ml). The mixture was stirred for 20 minutes and then sodium triacetoxyborohydride (100 mg) was added. The mixture was stirred at ambient temperature for 16 hours then concentrated in vacuo. The residue was partitioned between chloroform/isopropanol (3:1) and aqueous sodium hydrogen carbonate. The org... Starting materials: OC=1SC2=C(N1)C=CC=C2 (2-hydroxybenzothiazole), C(=O)([O-])[O-].[K+].[K+] (K2CO3), OC=1SC2=C(N1)C=CC=C2 (2-hydroxybenzothiazole), BrCCCCCCl (1-bromo-5-chloropentane). The solvent is C(C)#N (acetonitrile), CCOC(=O)C (EtOAc). Reaction conditions: time 30 minute. Product: ClCCCCCOC=1SC2=C(N1)C=CC=C2 (2-(5-Chloropentyloxy)benzo[d]thiazole). Reaction SMILES: [OH:1][C:2]1[S:3][C:4]2[CH:10]=[CH:9][CH:8]=[CH:7][C:5]=2[N:6]=1.C([O-])([O-])=O.[K+].[K+].Br[CH2:18][CH2:19][CH2:20][CH2:21][CH2:22][Cl:23]>C(#N)C.CCOC(C)=O>[Cl:23][CH2:22][CH2:21][CH2:20][CH2:19][CH2:18][O:1][C:2]1[S:3][C:4]2[CH:10]=[CH:9][CH:8]=[CH:7][C:5]=2[N:6]=1 |f:1.2.3|. Procedure details: To a solution of 2-hydroxybenzothiazole (0.2 g, 1.32 mmol) in 10 mL of acetonitrile was added K2CO3 (0.274 g, 1.98 mmol), followed by stirring at 50˜55° C. for 30 min. Then, 1-bromo-5-chloropentane (0.245 g, 1.32 mmol) was added to and reacted with the solution of 2-hydroxybenzothiazole at 80˜90° C. for 3 hours. The reaction was cooled to room temperature, diluted with 10 mL of EtOAc, and washed with distilled water and a saturated NaCl aqueous solution. It was dried over MgSO4 and the solvent w... Reactants: Cl.ClCCN1CCOCC1 (chloroethylmorpholine hydrochloride salt), S1(NN=CC2=C1SC(=C2)S(=O)(=O)N)(=O)=O (2H-Thieno[3,2-e]-1,2,3-thiadiazine-6-sulfonamide 1,1-dioxide), CN(C)C=O (DMF), [H-].[Na+] (Sodium hydride), suspension, C12H18N4O5S3. Solvent: Cl (HCl). Run at temperature 70 celsius, time 15 minute. The product is N1(CCOCC1)CCN1S(C2=C(C(=N1)C)C=C(S2)S(=O)(=O)N)(=O)=O (2-[2-(4-Morpholinyl)ethyl]-4-methyl-2H-thieno[3,2-e]-1,2,3-thiadiazine-6-sulfonamide 1,1-dioxide). As a reaction SMILES: [S:1]1(=[O:15])(=[O:14])[C:6]2[S:7][C:8]([S:10]([NH2:13])(=[O:12])=[O:11])=[CH:9][C:5]=2[CH:4]=[N:3][NH:2]1.[H-].[Na+].Cl.Cl[CH2:20][CH2:21][N:22]1[CH2:27][CH2:26][O:25][CH2:24][CH2:23]1.[CH3:28]N(C=O)C>Cl>[N:22]1([CH2:21][CH2:20][N:2]2[N:3]=[C:4]([CH3:28])[C:5]3[CH:9]=[C:8]([S:10]([NH2:13])(=[O:11])=[O:12])[S:7][C:6]=3[S:1]2(=[O:14])=[O:15])[CH2:27][CH2:26][O:25][CH2:24][CH2:23]1 |f:1.2,3.4|. Reported procedure: The product from step C Example 1 (2.83 g, 10.07 mmol) was dissolved in DMF (40 mL). Sodium hydride (1.2 g, 30.21 mmol of a 60% suspension in mineral oil) was added slowly at room temperature. The mixture was stirred for 15 min and then chloroethylmorpholine hydrochloride salt (3.74 g, 20.14 mmol) was added. The mixture was warmed to 70° C. and stirred for 1h. DMF was evaporated under high vacuum. The residue obtained was diluted with 1N-HCl (50 mL) and washed with ethyl acetate (2×50 mL). The a...